From a dataset of the Open Reaction Database (ORD), a public repository of structured organic reaction records. describe an organic reaction: reactants, conditions, products, and yield Starting materials: CC(C)(C)[Si](C)(C)Cl, ClCCl, Oc1cccc2[nH]ccc12, c1c[nH]cn1. Product: CC(C)(C)[Si](C)(C)Oc1cccc2[nH]ccc12. As a reaction SMILES: [C:16]([CH3:17])([CH3:18])([CH3:19])[Si:20]([CH3:21])([CH3:22])[Cl:23].[Cl:24][CH2:25][Cl:26].[OH:1][c:2]1[c:3]2[cH:4][cH:5][nH:6][c:7]2[cH:8][cH:9][cH:10]1.[nH:11]1[cH:12][cH:13][n:14][cH:15]1>>[O:1]([c:2]1[c:3]2[cH:4][cH:5][nH:6][c:7]2[cH:8][cH:9][cH:10]1)[Si:20]([C:16]([CH3:17])([CH3:18])[CH3:19])([CH3:21])[CH3:22].